This data is from the Open Reaction Database (ORD), a public repository of structured organic reaction records. The task is: describe an organic reaction: reactants, conditions, products, and yield The reactants are C(C1=CC=CC=C1)N1CC(CC1)(C(=O)O)C(F)(F)F (1-benzyl-3-trifluoromethylpyrrolidine-3-carboxylic acid), C1(=CC=CC=C1)P(=O)(C1=CC=CC=C1)N=[N+]=[N-] (diphenylphosphoryl azide), CN(C)C (trimethyl amine), C(C)(C)(C)O (t-butanol). Yields the product C(C1=CC=CC=C1)N1CC(CC1)(C(F)(F)F)NC(=O)OC(C)(C)C (1-benzyl-3-(BOC-amino)-3-trifluoromethylpyrrolidine). Yield: 96.7%. As a reaction SMILES: [CH2:1]([N:8]1[CH2:12][CH2:11][C:10]([C:16]([F:19])([F:18])[F:17])(C(O)=O)[CH2:9]1)[C:2]1[CH:7]=[CH:6][CH:5]=[CH:4][CH:3]=1.C1(P(N=[N+]=[N-])(C2C=CC=CC=2)=[O:27])C=CC=CC=1.C[N:38]([CH3:40])C.[C:41]([OH:45])([CH3:44])([CH3:43])[CH3:42]>>[CH2:1]([N:8]1[CH2:12][CH2:11][C:10]([NH:38][C:40]([O:45][C:41]([CH3:44])([CH3:43])[CH3:42])=[O:27])([C:16]([F:17])([F:18])[F:19])[CH2:9]1)[C:2]1[CH:3]=[CH:4][CH:5]=[CH:6][CH:7]=1. Reported procedure: A mixture of 1.42 g of the compound from step 454a, 1.71 g of diphenylphosphoryl azide, 12.3 g of t-butanol and 0.627 g of trimethyl amine was heated at reflux under N2 for 24 hours. The mixture was concentrated to dryness, and the residue was dissolved in methylene chloride. The solution was washed with satd. NaHCO3 and water, then concentrated. The residue was chromatographed on silica gel to give 1.73 g of the title compound. The solvent is C(O)([O-])=O.[Na+] (sodium hydrogen carbonate). The product is BrC=1C=C(CN(C(=O)C2N(CCNC2)C2=C(C=C(C=C2)F)C)C)C=C(C1)Br (1-(4-fluoro-2-methyl-phenyl)-piperazine-2-carboxylic acid (3,5-dibromo-benzyl)-methylamide). Reactants: Cl.BrC=1C=C(CN(C(=O)C2N(CCNC2)C2=C(C=C(C=C2)F)C)C)C=C(C1)Br ((+/−) 1-(4-Fluoro-2-methyl-phenyl)-piperazine-2-carboxylic acid (3,5-dibromo-benzyl)-methylamide hydrochloride). Reaction SMILES: Cl.[Br:2][C:3]1[CH:4]=[C:5]([CH:25]=[C:26]([Br:28])[CH:27]=1)[CH2:6][N:7]([CH3:24])[C:8]([CH:10]1[CH2:15][NH:14][CH2:13][CH2:12][N:11]1[C:16]1[CH:21]=[CH:20][C:19]([F:22])=[CH:18][C:17]=1[CH3:23])=[O:9]>C(=O)([O-])O.[Na+]>[Br:2][C:3]1[CH:4]=[C:5]([CH:25]=[C:26]([Br:28])[CH:27]=1)[CH2:6][N:7]([CH3:24])[C:8]([CH:10]1[CH2:15][NH:14][CH2:13][CH2:12][N:11]1[C:16]1[CH:21]=[CH:20][C:19]([F:22])=[CH:18][C:17]=1[CH3:23])=[O:9] |f:0.1,2.3|. Procedure: The compound of EXAMPLE 10 (120 mg) was dissolved in a 5% sodium hydrogen carbonate solution (10 mL) and extracted with AcOEt (15 mL). The organic layer was dried and concentrated in vacuo to give 1-(4-fluoro-2-methyl-phenyl)-piperazine-2-carboxylic acid (3,5-dibromo-benzyl)-methylamide (94 mg). This material was separated into enantiomers by HPLC (conditions: column Chiralcel OD 25 cm×20 mm, mobile phase n-hexane/EtOH 80:20, flow 7 mL/min; detector DAD, λ=225 nm). Thus, 1-(4-fluoro-2-methyl-phe... Isolated yield 84.1%. The reactants are ClC=1C(=C2C(=NC1)N(C(=C2)C2=C(C=C(N)C=C2)OC)S(=O)(=O)C2=CC=C(C)C=C2)C2=CN=C(S2)C2(CCC2)OCOC (4-(5-chloro-4-(2-(1-(methoxymethoxy)cyclobutyl)thiazol-5-yl)-1-tosyl-1H-pyrrolo[2,3-b]pyridin-2-yl)-3-methoxyaniline), ClC=1C(=C2C(=NC1)N(C(=C2)C=2C=NN(C2)CCN2CCOCC2)S(=O)(=O)C2=CC=C(C)C=C2)C2=CN=C(S2)C2(CCC2)O (1-(5-(5-chloro-2-(1-(2-morpholino ethyl)-1H-pyrazol-4-yl)-1-tosyl-1H-pyrrolo[2,3-b]pyridin-4-yl)thiazol-2-yl)cyclobutanol). Yields the product ClC=1C(=C2C(=NC1)NC(=C2)C2=C(C=C(N)C=C2)OC)C2=CN=C(S2)C2(CCC2)OCOC (4-(5-chloro-4-(2-(1-(methoxymethoxy)cyclobutyl)thiazol-5-yl)-1H-pyrrolo[2,3-b]pyridin-2-yl)-3-methoxyaniline). Reaction SMILES: [Cl:1][C:2]1[C:3]([C:30]2[S:34][C:33]([C:35]3([O:39][CH2:40][O:41][CH3:42])[CH2:38][CH2:37][CH2:36]3)=[N:32][CH:31]=2)=[C:4]2[CH:10]=[C:9]([C:11]3[CH:17]=[CH:16][C:14]([NH2:15])=[CH:13][C:12]=3[O:18][CH3:19])[N:8](S(C3C=CC(C)=CC=3)(=O)=O)[C:5]2=[N:6][CH:7]=1.ClC1C(C2SC(C3(O)CCC3)=NC=2)=C2C=C(C3C=NN(CCN4CCOCC4)C=3)N(S(C3C=CC(C)=CC=3)(=O)=O)C2=NC=1>>[Cl:1][C:2]1[C:3]([C:30]2[S:34][C:33]([C:35]3([O:39][CH2:40][O:41][CH3:42])[CH2:38][CH2:37][CH2:36]3)=[N:32][CH:31]=2)=[C:4]2[CH:10]=[C:9]([C:11]3[CH:17]=[CH:16][C:14]([NH2:15])=[CH:13][C:12]=3[O:18][CH3:19])[NH:8][C:5]2=[N:6][CH:7]=1. Procedure details: The title compound was prepared as described in Example 1I, 4-(5-chloro-4-(2-(1-(methoxymethoxy)cyclobutyl)thiazol-5-yl)-1-tosyl-1H-pyrrolo[2,3-b]pyridin-2-yl)-3-methoxyaniline (Example 68B) for 1-(5-(5-chloro-2-(1-(2-morpholinoethyl)-1H-pyrazol-4-yl)-1-tosyl-1H-pyrrolo[2,3-b]pyridin-4-yl)thiazol-2-yl)cyclobutanol (Example 1H). MS ESI(+) m/z 471.0 [M+H]+. Reactants: C(C)(C)(C)OC(NC1=C(C=C(C=C1)C(C1=CC=CC=C1)=O)N)=O ((2-amino-4-benzoyl-phenyl)-carbamic acid tert.-butyl ester), CC1(OC(=CC(O1)=O)C=1SC=CC1)C (2,2-dimethyl-6-thiophen-2-yl-[1,3]dioxin-4-one). Yields the product C(C)(C)(C)OC(NC1=C(C=C(C=C1)C(C1=CC=CC=C1)=O)NC(CC(C=1SC=CC1)=O)=O)=O ([4-Benzoyl-2-(3-oxo-3-thiophen-2-yl-propionylamino)-phenyl]-carbamic acid tert.-butyl ester). Yield: 25.8%. As a reaction SMILES: [C:1]([O:5][C:6](=[O:23])[NH:7][C:8]1[CH:13]=[CH:12][C:11]([C:14](=[O:21])[C:15]2[CH:20]=[CH:19][CH:18]=[CH:17][CH:16]=2)=[CH:10][C:9]=1[NH2:22])([CH3:4])([CH3:3])[CH3:2].CC1(C)[O:30][C:29](=O)[CH:28]=[C:27]([C:32]2[S:33][CH:34]=[CH:35][CH:36]=2)[O:26]1>>[C:1]([O:5][C:6](=[O:23])[NH:7][C:8]1[CH:13]=[CH:12][C:11]([C:14](=[O:21])[C:15]2[CH:20]=[CH:19][CH:18]=[CH:17][CH:16]=2)=[CH:10][C:9]=1[NH:22][C:29](=[O:30])[CH2:28][C:27](=[O:26])[C:32]1[S:33][CH:34]=[CH:35][CH:36]=1)([CH3:4])([CH3:2])[CH3:3]. Procedure: Prepared from (2-amino-4-benzoyl-phenyl)-carbamic acid tert.-butyl ester (Example G24) (259 mg, 0.5 mmol) and 2,2-dimethyl-6-thiophen-2-yl-[1,3]dioxin-4-one (Example J1) (135 mg, 0.55 mmol) according to the general procedure K. Obtained as a light yellow solid (60 mg). Reactants: COC(C1=CC(=CC=C1)COC1=CC=C(C=C1)I)=O (3-(4-iodo-phenoxymethyl)-benzoic acid methyl ester), COC(C1=CC(=CC=C1)COC1=CC=C(C=C1)I)=O (3-(4-iodo-phenoxymethyl)-benzoic acid methyl ester), ClC1=NC=C(C=C1)B(O)O (2-chloropyridine-5-boronic acid). Yields the product ClC1=CC=C(C=N1)C1=CC=C(OCC=2C=C(C(=O)O)C=CC2)C=C1 (3-[4-(6-Chloro-pyridin-3-yl)-phenoxymethyl]-benzoic acid). RXN SMILES: C[O:2][C:3](=[O:19])[C:4]1[CH:9]=[CH:8][CH:7]=[C:6]([CH2:10][O:11][C:12]2[CH:17]=[CH:16][C:15](I)=[CH:14][CH:13]=2)[CH:5]=1.[Cl:20][C:21]1[CH:26]=[CH:25][C:24](B(O)O)=[CH:23][N:22]=1>>[Cl:20][C:21]1[N:22]=[CH:23][C:24]([C:15]2[CH:16]=[CH:17][C:12]([O:11][CH2:10][C:6]3[CH:5]=[C:4]([CH:9]=[CH:8][CH:7]=3)[C:3]([OH:2])=[O:19])=[CH:13][CH:14]=2)=[CH:25][CH:26]=1. Procedure: 3-[4-(6-Chloro-pyridin-3-yl)-phenoxymethyl]-benzoic acid was prepared using the procedure described above for the synthesis of Example 4 from 3-(4-iodo-phenoxymethyl)-benzoic acid methyl ester (of Intermediate 1) and 2-chloropyridine-5-boronic acid (ASDI Incorporated, Newark, Del.). Mass spectrum MH+=340. Starting materials: Cl (HCl), CN(C(CC(CCC(=O)OC)(C1=CC=CC=C1)C1=CC=CC=C1)C)C (methyl 6-dimethylamino-4,4-diphenyl-heptanoate), C([O-])([O-])=O.[K+].[K+] (potassium carbonate), CO (methanol). The solvent is O (water), O (water). Conditions: time 24 hour. The product is CN(C(CC(CCC(=O)O)(C1=CC=CC=C1)C1=CC=CC=C1)C)C (6-dimethylamino-4,4-diphenyl-heptanoic acid). As a reaction SMILES: [CH3:1][N:2]([CH3:25])[CH:3]([CH3:24])[CH2:4][C:5]([C:18]1[CH:23]=[CH:22][CH:21]=[CH:20][CH:19]=1)([C:12]1[CH:17]=[CH:16][CH:15]=[CH:14][CH:13]=1)[CH2:6][CH2:7][C:8]([O:10]C)=[O:9].C(=O)([O-])[O-].[K+].[K+].CO.Cl>O>[CH3:25][N:2]([CH3:1])[CH:3]([CH3:24])[CH2:4][C:5]([C:18]1[CH:19]=[CH:20][CH:21]=[CH:22][CH:23]=1)([C:12]1[CH:13]=[CH:14][CH:15]=[CH:16][CH:17]=1)[CH2:6][CH2:7][C:8]([OH:10])=[O:9] |f:1.2.3|. Reported procedure: A mixture of methyl 6-dimethylamino-4,4-diphenyl-heptanoate (obtained above), potassium carbonate (500 mg), methanol (5 ml) and water (1 ml) was stirred at room temperature for 24 hours. The reaction mixture was diluted with water, acidified with 1N HCl to pH 1, and extracted with chloroform (3×). The combined extracts were washed with water and brine (once each). After drying over magnesium sulfate, the solution was rotary evaporated to yield 40 mg of 6-dimethylamino-4,4-diphenyl-heptanoic acid... Starting materials: NS(=O)(=O)C=1C=C2CC(NC2=CC1)=O (5-Aminosulfonyl-2-oxindole), CC=1NC2=CC=CC=C2C1C=O (2-methylindole-3-carboxaldehyde). The product is CC=1NC2=CC=CC=C2C1C=C1C(NC2=CC=C(C=C12)S(=O)(=O)N)=O (3-(2-Methyl-1H-indol-3-ylmethylene)-2-oxo-2,3-dihydro-1H-indole-5-sulfonic acid amide). Reaction SMILES: [NH2:1][S:2]([C:5]1[CH:6]=[C:7]2[C:11](=[CH:12][CH:13]=1)[NH:10][C:9](=[O:14])[CH2:8]2)(=[O:4])=[O:3].[CH3:15][C:16]1[NH:17][C:18]2[C:23]([C:24]=1[CH:25]=O)=[CH:22][CH:21]=[CH:20][CH:19]=2>>[CH3:15][C:16]1[NH:17][C:18]2[C:23]([C:24]=1[CH:25]=[C:8]1[C:7]3[C:11](=[CH:12][CH:13]=[C:5]([S:2]([NH2:1])(=[O:4])=[O:3])[CH:6]=3)[NH:10][C:9]1=[O:14])=[CH:22][CH:21]=[CH:20][CH:19]=2. Procedure: 5-Aminosulfonyl-2-oxindole was condensed with 2-methylindole-3-carboxaldehyde to give the title compound.